This data is from the Open Reaction Database (ORD), a public repository of structured organic reaction records. The task is: describe an organic reaction: reactants, conditions, products, and yield Reactants: C(C1=CC=CC=C1)OC1=CC=C2C=CNC2=C1 (6-benzyloxyindole), C(C=C)OC=1C=C2C(=CN(C2=CC1)C(=O)N)N=C=O (5-allyloxy-3-isocyanato-indole-1-carboxylic acid amide). Reported procedure: was prepared from 6-benzyloxyindole using the protocol described for steps B-E in scheme A4 for the preparation of 5-allyloxy-3-isocyanato-indole-1-carboxylic acid amide. Product: C(C1=CC=CC=C1)OC1=CC=C2C(=CN(C2=C1)C(=O)N)N=C=O (6-Benzyloxy-3-isocyanato-indole-1-carboxylic acid amide). RXN SMILES: [CH2:1]([O:8]C1C=C2C(C=CN2)=CC=1)[C:2]1[CH:7]=[CH:6][CH:5]=[CH:4][CH:3]=1.C(O[C:22]1[CH:23]=[C:24]2[C:28](=[CH:29][CH:30]=1)[N:27]([C:31]([NH2:33])=[O:32])[CH:26]=[C:25]2[N:34]=[C:35]=[O:36])C=C>>[CH2:1]([O:8][C:30]1[CH:29]=[C:28]2[C:24]([C:25]([N:34]=[C:35]=[O:36])=[CH:26][N:27]2[C:31]([NH2:33])=[O:32])=[CH:23][CH:22]=1)[C:2]1[CH:7]=[CH:6][CH:5]=[CH:4][CH:3]=1. Starting materials: NC1=C(C=C(C=C1)C=1C(CC(NN1)=O)C)O (6-(4-amino-3-hydroxy-phenyl)-5-methyl-4,5-dihydro-2H-pyridazin-3-one), ClC(C#N)(Cl)Cl (trichloroacetonitrile), C(C1=CC=CC=C1)(=O)O (benzoic acid), C1(=CC=CC=C1)P(C1=CC=CC=C1)C1=CC=CC=C1 (triphenylphosphine). Run in C(C)#N (acetonitrile). Reaction conditions: temperature 120 celsius. Yields the product CC1CC(NN=C1C1=CC2=C(N=C(O2)C2=CC=CC=C2)C=C1)=O (5-methyl-6-(2-phenyl-benzoxazol-6-yl)-4,5-dihydro-2H-pyridazin-3-one). Reaction SMILES: [NH2:1][C:2]1[CH:7]=[CH:6][C:5]([C:8]2[CH:9]([CH3:15])[CH2:10][C:11](=[O:14])[NH:12][N:13]=2)=[CH:4][C:3]=1[OH:16].[C:17](O)(=O)[C:18]1[CH:23]=[CH:22][CH:21]=[CH:20][CH:19]=1.C1(P(C2C=CC=CC=2)C2C=CC=CC=2)C=CC=CC=1.ClC(Cl)(Cl)C#N>C(#N)C>[CH3:15][CH:9]1[C:8]([C:5]2[CH:6]=[CH:7][C:2]3[N:1]=[C:17]([C:18]4[CH:23]=[CH:22][CH:21]=[CH:20][CH:19]=4)[O:16][C:3]=3[CH:4]=2)=[N:13][NH:12][C:11](=[O:14])[CH2:10]1. Procedure details: 219 mg (1 mmol) 6-(4-amino-3-hydroxy-phenyl)-5-methyl-4,5-dihydro-2H-pyridazin-3-one, 122 mg (1 mmol) benzoic acid, 1.7 g (3 mmol) polymer-bound triphenylphosphine, 289 mg (2 mmol) trichloroacetonitrile and 7.5 ml acetonitrile are placed in a microwave vial and heated to 120° C. for 15 min at 200 W. The resin is filtered off and washed with methanol as well as acetonitrile. The solv. is eliminated by rotary evaporation i.V. and the residue is purified by RP-HPLC. Reaction SMILES: [CH3:13][O-:14].[CH3:16][OH:17].[Cl:1][CH:2]([CH3:3])[c:4]1[n:5][c:6]2[c:7]([nH:8]1)[cH:9][cH:10][cH:11][cH:12]2.[Na+:15]>>[CH:2]([CH3:3])([c:4]1[n:5][c:6]2[c:7]([nH:8]1)[cH:9][cH:10][cH:11][cH:12]2)[O:14][CH3:13]. Product: COC(C)c1nc2ccccc2[nH]1. Reactants: C[O-], CO, CC(Cl)c1nc2ccccc2[nH]1, [Na+]. The reactants are COC(=O)Cc1ccccc1OCc1csc(CCc2nc(-c3ccccc3)oc2C)n1, CO, Cl, [Na+], C1CCOC1, [OH-], O. The product is Cc1oc(-c2ccccc2)nc1CCc1nc(COc2ccccc2CC(=O)O)cs1. Reaction SMILES: [CH3:1][c:2]1[c:3]([CH2:13][CH2:14][c:15]2[s:16][cH:17][c:18]([CH2:20][O:21][c:22]3[c:23]([CH2:28][C:29](=[O:30])[O:31][CH3:32])[cH:24][cH:25][cH:26][cH:27]3)[n:19]2)[n:4][c:5](-[c:7]2[cH:8][cH:9][cH:10][cH:11][cH:12]2)[o:6]1.[CH3:42][OH:43].[ClH:40].[Na+:39].[O:33]1[CH2:34][CH2:35][CH2:36][CH2:37]1.[OH-:38].[OH2:41]>>[CH3:1][c:2]1[c:3]([CH2:13][CH2:14][c:15]2[s:16][cH:17][c:18]([CH2:20][O:21][c:22]3[c:23]([CH2:28][C:29](=[O:30])[OH:31])[cH:24][cH:25][cH:26][cH:27]3)[n:19]2)[n:4][c:5](-[c:7]2[cH:8][cH:9][cH:10][cH:11][cH:12]2)[o:6]1. Starting materials: III, 4,5-difluoro-2-[4(2-{[2-(methyloxy)-4-(1-propyl-1,2,5,6-tetrahydro-3-pyridinyl)phenyl]amino}-1H-pyrrolo[2,3-d]pyrimidin-4-yl)amino]benzamide, ClC=1N=C(C2=C(N1)N(C=C2)S(=O)(=O)C2=CC=C(C=C2)C)NC2=C(C(=O)N)C=C(C(=C2)F)F (2-({2-chloro-7-[(4-methylphenyl)sulfonyl]-7H-pyrrolo[2,3-d]pyrimidin-4-yl}amino)-4,5-difluorobenzamide), [OH-].[NH4+] (ammonium hydroxide), COC1=C(N)C=CC(=C1)C=1CN(CCC1)CCC (2-(methyloxy)-4-(1-propyl-1,2,5,6-tetrahydro-3-pyridinyl)aniline). Product: FC1=CC(=C(C(=O)N)C=C1F)NC1=C2C(NC(=N1)NC1=C(C=C(C=C1)C=1CN(CCC1)CCC)OC)=NC=C2 (4,5-difluoro-2-[(2-{[2-(methyloxy)-4-(1-propyl-1,2,5,6-tetrahydro-3-pyridinyl)phenyl]amino}-1H-pyrrolo[2,3-d]pyrimidin-4-yl)amino]benzamide). Isolated yield 11.9%. RXN SMILES: Cl[C:2]1[N:3]=[C:4]([NH:21][C:22]2[CH:30]=[C:29]([F:31])[C:28]([F:32])=[CH:27][C:23]=2[C:24]([NH2:26])=[O:25])[C:5]2[CH:10]=[CH:9][N:8](S(C3C=CC(C)=CC=3)(=O)=O)[C:6]=2[N:7]=1.[OH-].[NH4+].[CH3:35][O:36][C:37]1[CH:43]=[C:42]([C:44]2[CH2:45][N:46]([CH2:50][CH2:51][CH3:52])[CH2:47][CH2:48][CH:49]=2)[CH:41]=[CH:40][C:38]=1[NH2:39]>>[F:31][C:29]1[C:28]([F:32])=[CH:27][C:23]([C:24]([NH2:26])=[O:25])=[C:22]([NH:21][C:4]2[N:3]=[C:2]([NH:39][C:38]3[CH:40]=[CH:41][C:42]([C:44]4[CH2:45][N:46]([CH2:50][CH2:51][CH3:52])[CH2:47][CH2:48][CH:49]=4)=[CH:43][C:37]=3[O:36][CH3:35])[NH:7][C:6]3=[N:8][CH:9]=[CH:10][C:5]=23)[CH:30]=1 |f:1.2|. Procedure: According to General Protocol III, 4,5-difluoro-2-[4(2-{[2-(methyloxy)-4-(1-propyl-1,2,5,6-tetrahydro-3-pyridinyl)phenyl]amino}-1H-pyrrolo[2,3-d]pyrimidin-4-yl)amino]benzamide was prepared from 2-({2-chloro-7-[(4-methylphenyl)sulfonyl]-7H-pyrrolo[2,3-d]pyrimidin-4-yl}amino)-4,5-difluorobenzamide (0.300 g, 0.630 mmol), 27% aqueous ammonium hydroxide, and 2-(methyloxy)-4-(1-propyl-1,2,5,6-tetrahydro-3-pyridinyl)aniline (0.250 g, 0.950 mmol) and isolated as a yellow solid (0.040 g, 12% Yield); 1H N... The reactants are COC(=O)[C@H]1N(C[C@@H](C1)S(=O)(=O)C1=C(C=CC=C1)C(F)(F)F)C(CC(=O)C1CC1)=O ((2S,4R)-1-(3-cyclopropyl-3-oxo-propionyl)-4-(2-trifluoromethyl-benzenesulfonyl)-pyrrolidine-2-carboxylic acid methyl ester), COC=1C=CC(=CC1)P2(=S)SP(=S)(S2)C=3C=CC(=CC3)OC (Lawesson's reagent), FC(C1=CC=C(C=C1)NN)(F)F (4-(trifluoromethyl)phenylhydrazine). Yields the product COC(=O)[C@H]1N(C[C@@H](C1)S(=O)(=O)C1=C(C=CC=C1)C(F)(F)F)C=1N(N=C(C1)C1CC1)C1=CC=C(C=C1)C(F)(F)F ((2S,4R)-1-[5-Cyclopropyl-2-(4-trifluoromethyl-phenyl)-2H-pyrazol-3-yl]-4-(2-trifluoromethyl-benzenesulfonyl)-pyrrolidine-2-carboxylic acid methyl ester). Reaction SMILES: [CH3:1][O:2][C:3]([C@@H:5]1[CH2:9][C@@H:8]([S:10]([C:13]2[CH:18]=[CH:17][CH:16]=[CH:15][C:14]=2[C:19]([F:22])([F:21])[F:20])(=[O:12])=[O:11])[CH2:7][N:6]1[C:23](=O)[CH2:24][C:25]([CH:27]1[CH2:29][CH2:28]1)=O)=[O:4].COC1C=CC(P2(SP(C3C=CC(OC)=CC=3)(=S)S2)=S)=CC=1.[F:53][C:54]([F:64])([F:63])[C:55]1[CH:60]=[CH:59][C:58]([NH:61][NH2:62])=[CH:57][CH:56]=1>>[CH3:1][O:2][C:3]([C@@H:5]1[CH2:9][C@@H:8]([S:10]([C:13]2[CH:18]=[CH:17][CH:16]=[CH:15][C:14]=2[C:19]([F:20])([F:21])[F:22])(=[O:11])=[O:12])[CH2:7][N:6]1[C:23]1[N:61]([C:58]2[CH:57]=[CH:56][C:55]([C:54]([F:63])([F:64])[F:53])=[CH:60][CH:59]=2)[N:62]=[C:25]([CH:27]2[CH2:28][CH2:29]2)[CH:24]=1)=[O:4]. Procedure: In analogy to the procedure described in example 192 h, (2S,4R)-1-(3-cyclopropyl-3-oxo-propionyl)-4-(2-trifluoromethyl-benzenesulfonyl)-pyrrolidine-2-carboxylic acid methyl ester was reacted with was reacted with Lawesson's reagent (CAS Reg. No. 19172-47-5) and 4-(trifluoromethyl)phenylhydrazine (CAS Reg. No. 368-90-1) to give the title compound as yellow oil. Starting materials: ClC1=CC(=C(C=C1)N1NC=2CCCCC2C1=O)F (2-(4-chloro-2-fluorophenyl)-1,2,4,5,6,7 -hexahydro-3H-indazol-3-one), P(=O)(Cl)(Cl)Cl (phosphorous oxychloride). Run in C(Cl)(Cl)Cl (chloroform). Product: ClC=1N(N=C2CCCCC12)C1=C(C=C(C=C1)Cl)F (3-Chloro-2-(4-chloro-2-fluorophenyl)-4,5,6,7-tetrahydro-2H-indazole). RXN SMILES: [Cl:1][C:2]1[CH:7]=[CH:6][C:5]([N:8]2[C:16](=O)[C:15]3[CH2:14][CH2:13][CH2:12][CH2:11][C:10]=3[NH:9]2)=[C:4]([F:18])[CH:3]=1.P(Cl)(Cl)([Cl:21])=O>C(Cl)(Cl)Cl>[Cl:21][C:16]1[N:8]([C:5]2[CH:6]=[CH:7][C:2]([Cl:1])=[CH:3][C:4]=2[F:18])[N:9]=[C:10]2[C:15]=1[CH2:14][CH2:13][CH2:12][CH2:11]2. Procedure: 10.0 Parts of 2-(4-chloro-2-fluorophenyl)-1,2,4,5,6,7 -hexahydro-3H-indazol-3-one and 7.3 parts of phosphorous oxychloride were mixed and heated to 130°-150° for six hours. The reaction mixture was dissolved in 100 parts of chloroform. The organic solution containing the product was washed successively with three portions of 25 parts each of 10% sodium hydroxide and then washed with 50 parts water. The chloroform solution was dried with 2-10 parts of anhydrous sodium sulfate and then filtered. T... Starting materials: CC1NCCC1O, Cc1nn(-c2cccc(C(F)(F)F)c2)c(C2CC2)c1C(=O)N1CCC(=O)CC1, Cl. Product: Cc1nn(-c2cccc(C(F)(F)F)c2)c(C2CC2)c1C(=O)N1CCC(N2CCC(O)C2C)CC1. As a reaction SMILES: [CH3:30][CH:31]1[NH:32][CH2:33][CH2:34][CH:35]1[OH:36].[CH:1]1([c:4]2[c:5]([C:20](=[O:21])[N:22]3[CH2:23][CH2:24][C:25](=[O:28])[CH2:26][CH2:27]3)[c:6]([CH3:19])[n:7][n:8]2-[c:9]2[cH:10][c:11]([C:15]([F:16])([F:17])[F:18])[cH:12][cH:13][cH:14]2)[CH2:2][CH2:3]1.[ClH:29]>>[CH:1]1([c:4]2[c:5]([C:20](=[O:21])[N:22]3[CH2:23][CH2:24][CH:25]([N:32]4[CH:31]([CH3:30])[CH:35]([OH:36])[CH2:34][CH2:33]4)[CH2:26][CH2:27]3)[c:6]([CH3:19])[n:7][n:8]2-[c:9]2[cH:10][c:11]([C:15]([F:16])([F:17])[F:18])[cH:12][cH:13][cH:14]2)[CH2:2][CH2:3]1. Starting materials: C=CCCCCCC (oct-1-ene), C1=CC=CC=C1 (benzene). The product is C(CCCCCCC)C1=CC=CC=C1 (octylbenzene). Isolated yield 70.0%. As a reaction SMILES: [CH2:1]=[CH:2][CH2:3][CH2:4][CH2:5][CH2:6][CH2:7][CH3:8].[CH:9]1[CH:14]=[CH:13][CH:12]=[CH:11][CH:10]=1>>[CH2:1]([C:9]1[CH:14]=[CH:13][CH:12]=[CH:11][CH:10]=1)[CH2:2][CH2:3][CH2:4][CH2:5][CH2:6][CH2:7][CH3:8]. Reported procedure: The alkylation of benzene with oct-1-ene. The reaction gave a 70% yield (by GC) of three isomers of octylbenzene. The isomer ratio was determined to be 0.75:1.00:2.03, with the 4-phenyloctene as the major product and 2-phenyloctene as the minor product. During the course of the reaction, isomeration of oct-1-ene to a number of isomers of octene was observed, and the rate of this isomerisation process was considerably faster that the alkylation reaction. It was found that the ionic liquid/catalys... The reactants are FC(F)(F)c1ccc(Br)cc1, [Li]CCCC, COc1cccc(C(=O)[O-])c1, [Na+], O. Yields the product COc1cccc(C(=O)c2ccc(C(F)(F)F)cc2)c1. RXN SMILES: [Br:1][c:2]1[cH:3][cH:4][c:5]([C:8]([F:9])([F:10])[F:11])[cH:6][cH:7]1.[CH2:12]([Li:13])[CH2:14][CH2:15][CH3:16].[CH3:17][O:18][c:19]1[cH:20][c:21]([C:22](=[O:23])[O-:24])[cH:25][cH:26][cH:27]1.[Na+:28].[OH2:29]>>[c:2]1([C:22]([c:21]2[cH:20][c:19]([O:18][CH3:17])[cH:27][cH:26][cH:25]2)=[O:23])[cH:3][cH:4][c:5]([C:8]([F:9])([F:10])[F:11])[cH:6][cH:7]1.